From a dataset of the Open Reaction Database (ORD), a public repository of structured organic reaction records. describe an organic reaction: reactants, conditions, products, and yield Reactants: CC(=O)c1ccc(OCc2ccc(C(OC3CCCCO3)c3cccc(C(=O)O)c3)cc2)c(Cl)c1O, CO, CCOC(C)=O, Cc1ccc(S(=O)(=O)O)cc1. Yields the product CC(=O)c1ccc(OCc2ccc(C(O)c3cccc(C(=O)O)c3)cc2)c(Cl)c1O. RXN SMILES: [C:12]([CH3:13])(=[O:14])[c:15]1[c:16]([OH:47])[c:17]([Cl:46])[c:18]([O:19][CH2:20][c:21]2[cH:22][cH:23][c:24]([CH:27]([c:28]3[cH:29][c:30]([C:31](=[O:32])[OH:33])[cH:34][cH:35][cH:36]3)[O:37][CH:38]3[CH2:39][CH2:40][CH2:41][CH2:42][O:43]3)[cH:25][cH:26]2)[cH:44][cH:45]1.[CH3:48][OH:49].[CH3:50][CH2:51][O:52][C:53](=[O:54])[CH3:55].[c:1]1([CH3:2])[cH:3][cH:4][c:5]([S:6]([OH:7])(=[O:8])=[O:9])[cH:10][cH:11]1>>[C:12]([CH3:13])(=[O:14])[c:15]1[c:16]([OH:47])[c:17]([Cl:46])[c:18]([O:19][CH2:20][c:21]2[cH:22][cH:23][c:24]([CH:27]([c:28]3[cH:29][c:30]([C:31](=[O:32])[OH:33])[cH:34][cH:35][cH:36]3)[OH:37])[cH:25][cH:26]2)[cH:44][cH:45]1.